From a dataset of the Open Reaction Database (ORD), a public repository of structured organic reaction records. describe an organic reaction: reactants, conditions, products, and yield The reactants are Cc1c(C)c2c(c(C)c1NC(=O)OCC(Cl)(Cl)Cl)C(c1ccc(C(C)C)cc1)CO2, NCCO. The product is Cc1c(C)c2c(c(C)c1NC(=O)NCCO)C(c1ccc(C(C)C)cc1)CO2. As a reaction SMILES: [CH:1]([CH3:2])([CH3:3])[c:4]1[cH:5][cH:6][c:7]([CH:10]2[CH2:11][O:12][c:13]3[c:14]2[c:15]([CH3:30])[c:16]([NH:21][C:22]([O:23][CH2:24][C:25]([Cl:26])([Cl:27])[Cl:28])=[O:29])[c:17]([CH3:20])[c:18]3[CH3:19])[cH:8][cH:9]1.[OH:31][CH2:32][CH2:33][NH2:34]>>[CH:1]([CH3:2])([CH3:3])[c:4]1[cH:5][cH:6][c:7]([CH:10]2[CH2:11][O:12][c:13]3[c:14]2[c:15]([CH3:30])[c:16]([NH:21][C:22](=[O:29])[NH:34][CH2:33][CH2:32][OH:31])[c:17]([CH3:20])[c:18]3[CH3:19])[cH:8][cH:9]1. Yields the product C(C)OC(/C=C\1/C2=C(OCC3=C1C=CC=C3)C=C(C=C2)F)=O ((E)-(3-Fluoro-6H-dibenzo[b,e]oxepin-11-ylidene)-acetic Acid Ethyl Ester). Run at temperature 145 celsius. RXN SMILES: Br[C:2]1[CH:7]=[CH:6][C:5]([F:8])=[CH:4][C:3]=1[O:9][CH2:10][C:11]1[CH:16]=[CH:15][CH:14]=[CH:13][C:12]=1I.C([O-])(=O)C.[Na+].[C:23]([O:27][CH2:28][CH3:29])(=[O:26])[CH:24]=[CH2:25]>[Br-].C([N+](CCCC)(CCCC)CCCC)CCC.CN1CCCC1.C([O-])(=O)C.[Pd+2].C([O-])(=O)C>[CH2:28]([O:27][C:23](=[O:26])/[CH:24]=[C:25]1/[C:2]2[CH:7]=[CH:6][C:5]([F:8])=[CH:4][C:3]=2[O:9][CH2:10][C:11]2[CH:16]=[CH:15][CH:14]=[CH:13][C:12]/1=2)[CH3:29] |f:1.2,4.5,7.8.9|. Solvent: CN1CCCC1 (N-methylpyrrolidine), CN1CCCC1 (N-methylpyrrolidine). Yield: 60.6%. Procedure details: Heat 1-bromo-4-fluoro-2-(2-iodo-benzyloxy)-benzene (50 g, 0.123 mol), sodium acetate (30.2 g, 0.369 mol), tetrabutylammonium bromide (39.6 g, 0.123 mol), and palladium acetate (1 g) in N-methylpyrrolidine (250 mL) to 60° C. Add ethyl acrylate (12.91 g, 0.129 mol) in N-methylpyrrolidine (50 mL) dropwise over 20 min. After the addition is complete, heat the reaction mixture to 145° C. for 3 h. Cool the reaction mixture to room temperature, filter through diatomaceous earth, and wash the solids wit... Reagents/catalysts: [Br-].C(CCC)[N+](CCCC)(CCCC)CCCC (tetrabutylammonium bromide), C(C)(=O)[O-].[Pd+2].C(C)(=O)[O-] (palladium acetate). Reactants: BrC1=C(C=C(C=C1)F)OCC1=C(C=CC=C1)I (1-bromo-4-fluoro-2-(2-iodo-benzyloxy)-benzene), C(C)(=O)[O-].[Na+] (sodium acetate), C(C=C)(=O)OCC (ethyl acrylate). Yields the product COc1ccc2nc(NC3CCNC3)cc(C)c2c1. Starting materials: COc1ccc2nc(NC3CCN(Cc4ccccc4)C3)cc(C)c2c1, CO. Reaction SMILES: [CH2:1]([c:2]1[cH:3][cH:4][cH:5][cH:6][cH:7]1)[N:8]1[CH2:9][CH:10]([NH:13][c:14]2[n:15][c:16]3[cH:17][cH:18][c:19]([O:25][CH3:26])[cH:20][c:21]3[c:22]([CH3:24])[cH:23]2)[CH2:11][CH2:12]1.[CH3:27][OH:28]>>[NH:8]1[CH2:9][CH:10]([NH:13][c:14]2[n:15][c:16]3[cH:17][cH:18][c:19]([O:25][CH3:26])[cH:20][c:21]3[c:22]([CH3:24])[cH:23]2)[CH2:11][CH2:12]1. As a reaction SMILES: [NH2:1][C:2]1[CH:11]=[CH:10][C:5]([C:6]([O:8][CH3:9])=[O:7])=[CH:4][CH:3]=1.C(N(CC)C(C)C)(C)C.[C:21]1([CH2:27][C:28]2[CH:36]=[CH:35][CH:34]=[CH:33][C:29]=2[C:30](Cl)=[O:31])[CH:26]=[CH:25][CH:24]=[CH:23][CH:22]=1>C(Cl)Cl>[C:21]1([CH2:27][C:28]2[CH:36]=[CH:35][CH:34]=[CH:33][C:29]=2[C:30]([NH:1][C:2]2[CH:3]=[CH:4][C:5]([C:6]([O:8][CH3:9])=[O:7])=[CH:10][CH:11]=2)=[O:31])[CH:22]=[CH:23][CH:24]=[CH:25][CH:26]=1. Product: C1(=CC=CC=C1)CC1=C(C(=O)NC2=CC=C(C(=O)OC)C=C2)C=CC=C1 (Methyl 4-[[2-(Phenylmethyl)benzoyl]amino]benzoate). Procedure details: To 3.03 g of methyl 4-aminobenzoate and 3.12 g of N,N-diisopropylethylamine in 75 ml of methylene chloride is added 5.54 g of 2-(phenylmethyl)benzoyl chloride and the reactants stirred at room temperature for 18 hours. The reaction mixture is washed with water, saturated aqueous NaHCO3 and the organic layer dried(Na2SO4). The organic layer is passed through hydrous magnesium silicate two times and hexane added to the filtrate at the boil to give 5.04 g of the desired product as a crystalline sol... Starting materials: NC1=CC=C(C(=O)OC)C=C1 (methyl 4-aminobenzoate), C(C)(C)N(C(C)C)CC (N,N-diisopropylethylamine), C1(=CC=CC=C1)CC1=C(C(=O)Cl)C=CC=C1 (2-(phenylmethyl)benzoyl chloride). Run in C(Cl)Cl (methylene chloride). Isolated yield 72.8%. Run at time 18 hour. Starting materials: C(C)(C)(C)OC(NC[C@H]1NCCCC1)=O ((S)-piperidin-2-ylmethyl-carbamic acid tert-butyl ester), CN(C)C(=[N+](C)C)ON1C2=C(C=CC=C2)N=N1.[B-](F)(F)(F)F (TBTU), CCN(C(C)C)C(C)C (DIPEA), BrC=1SC(=C(N1)C(=O)O)C1=CC=C(C=C1)F (2-bromo-5-(4-fluoro-phenyl)-thiazole-4-carboxylic acid). Run in C(C)#N (acetonitrile), C(C)#N (acetonitrile). Conditions: time 30 minute. The product is C(C)(C)(C)OC(NC[C@H]1N(CCCC1)C(=O)C=1N=C(SC1C1=CC=C(C=C1)F)Br)=O ((S)-{1-[2-bromo-5-(4-fluoro-phenyl)-thiazole-4-carbonyl]-piperidin-2-ylmethyl}-carbamic acid tert-butyl ester). Yield: 93.2%. Reaction SMILES: [Br:1][C:2]1[S:3][C:4]([C:10]2[CH:15]=[CH:14][C:13]([F:16])=[CH:12][CH:11]=2)=[C:5]([C:7]([OH:9])=O)[N:6]=1.CN(C(ON1N=NC2C=CC=CC1=2)=[N+](C)C)C.[B-](F)(F)(F)F.CCN(C(C)C)C(C)C.[C:48]([O:52][C:53](=[O:62])[NH:54][CH2:55][C@@H:56]1[CH2:61][CH2:60][CH2:59][CH2:58][NH:57]1)([CH3:51])([CH3:50])[CH3:49]>C(#N)C>[C:48]([O:52][C:53](=[O:62])[NH:54][CH2:55][C@@H:56]1[CH2:61][CH2:60][CH2:59][CH2:58][N:57]1[C:7]([C:5]1[N:6]=[C:2]([Br:1])[S:3][C:4]=1[C:10]1[CH:15]=[CH:14][C:13]([F:16])=[CH:12][CH:11]=1)=[O:9])([CH3:51])([CH3:49])[CH3:50] |f:1.2|. Procedure: 2-bromo-5-(4-fluoro-phenyl)-thiazole-4-carboxylic acid (1.02 g, 3.38 mmol) was dissolved in acetonitrile (20 ml) followed by the addition of TBTU (1.19 g, 3.72 mmol) and DIPEA (547 mg, 4.22 mmol). Stirring was continued for 30 min. at rt. A solution of (S)-piperidin-2-ylmethyl-carbamic acid tert-butyl ester (725 mg, 3.38 mmol) in acetonitrile (20 ml) was added to the reaction mixture within 10 minutes and stiring was continued at rt for 24 h. The reaction mixture was concentrated under reduced p... The reactants are [Li]C1(CCCC=2C=C(C=NC12)C)C (5,6,7,8-tetrahydro-8-lithio-3,8-dimethylquinoline), [Si](C)(C)(C(C)(C)C)N=C=S (t-butyldimethylsilyl isothiocyanate), [Si](C)(C)(C(C)(C)C)Cl (t-butyldimethylsilyl chloride). Run in C1CCOC1 (THF). Run at time 16 hour. Product: C(#N)C1(CCCC=2C=C(C=NC12)C)C (8-Cyano-5,6,7,8-tetrahydro-3,8-dimethylquinoline). As a reaction SMILES: [Li][C:2]1([CH3:13])[C:11]2[N:10]=[CH:9][C:8]([CH3:12])=[CH:7][C:6]=2[CH2:5][CH2:4][CH2:3]1.[Si]([N:21]=[C:22]=S)(C(C)(C)C)(C)C.[Si](Cl)(C(C)(C)C)(C)C>C1COCC1>[C:22]([C:2]1([CH3:13])[C:11]2[N:10]=[CH:9][C:8]([CH3:12])=[CH:7][C:6]=2[CH2:5][CH2:4][CH2:3]1)#[N:21]. Procedure details: A solution of 5,6,7,8-tetrahydro-8-lithio-3,8-dimethylquinoline (20 mM) was generated as described in Example 2 and allowed to react with t-butyldimethylsilyl isothiocyanate (20 mM) as described in Example 2. After 0.5 hours a solution of t-butyldimethylsilyl chloride (3.1 g, 20 mM) in THF (10 ml) was added and the mixture allowed to stand for 16 hours at ambient temperature. The reaction was quenched with 2N hydrochloric acid (50 ml). After 1 hour the aqueous layer was separated, basified (to p... Starting materials: O=C(n1ccnc1)n1ccnc1, CCOC(=O)c1cc2cc(CCC(=O)O)ccc2[nH]1, C1CCNC1, CN(C)C=O, ClCCl. Yields the product CCOC(=O)c1cc2cc(CCC(=O)N3CCCC3)ccc2[nH]1. RXN SMILES: [C:20]([n:21]1[cH:22][cH:23][n:24][cH:25]1)([n:26]1[cH:27][cH:28][n:29][cH:30]1)=[O:31].[CH2:1]([CH3:2])[O:3][C:4](=[O:5])[c:6]1[nH:7][c:8]2[cH:9][cH:10][c:11]([CH2:15][CH2:16][C:17](=[O:18])[OH:19])[cH:12][c:13]2[cH:14]1.[CH2:32]1[CH2:33][CH2:34][NH:35][CH2:36]1.[CH3:37][N:38]([CH3:39])[CH:40]=[O:41].[Cl:42][CH2:43][Cl:44]>>[CH2:1]([CH3:2])[O:3][C:4](=[O:5])[c:6]1[nH:7][c:8]2[cH:9][cH:10][c:11]([CH2:15][CH2:16][C:17](=[O:19])[N:35]3[CH2:34][CH2:33][CH2:32][CH2:36]3)[cH:12][c:13]2[cH:14]1. Starting materials: B(F)(F)F.CCOCC (borontrifluoride etherate), C1(=CC=C(C=C1)S(=O)(=O)N1[C@@H](C(=O)O)CC(C1)O)C (N-(4-toluenesulfonyl)-4-hydroxy-D-proline), [BH4-].[Na+] (sodium borohydride). Run in C1CCOC1 (THF), C1CCOC1 (THF). Conditions: time 16 hour. Yields the product OC[C@@H]1N(C[C@H](C1)O)S(=O)(=O)C1=CC=C(C=C1)C ((2R, 4S)-2-Hydroxymethyl-4-hydroxy-1-(4-toluenesulfonyl)-pyrrolidine). Isolated yield 100.0%. As a reaction SMILES: [BH4-].[Na+].B(F)(F)F.CCOCC.[C:12]1([CH3:30])[CH:17]=[CH:16][C:15]([S:18]([N:21]2[CH2:28][CH:27]([OH:29])[CH2:26][C@@H:22]2[C:23](O)=[O:24])(=[O:20])=[O:19])=[CH:14][CH:13]=1>C1COCC1>[OH:24][CH2:23][C@H:22]1[CH2:26][C@H:27]([OH:29])[CH2:28][N:21]1[S:18]([C:15]1[CH:16]=[CH:17][C:12]([CH3:30])=[CH:13][CH:14]=1)(=[O:20])=[O:19] |f:0.1,2.3|. Procedure details: To 900 ml of THF was added 21.75g (574.9 mmol) of sodium borohydride and the mixture was cooled to 10° C. before 97.92 ml (776.2 mmol) of borontrifluoride etherate was added dropwise over a period of 1 hour. Then 82 g (287.4 mmol) of N-(4-toluenesulfonyl)-4-hydroxy-D-proline was added carefully in 330 ml of THF at 0° C. and the mixture was warmed to room temperature and allowed to stir for 16 hours. The reaction was cooled to 0° C. and quenched with methanol: 10% aqueous HC1 solution was then ad...